This data is from the Open Reaction Database (ORD), a public repository of structured organic reaction records. The task is: describe an organic reaction: reactants, conditions, products, and yield The reactants are C(C=C)I (allyl iodide), C1(=CC=C(C=C1)C=O)C (p-tolualdehyde), O (H2O). As a reaction SMILES: [C:1]1([CH3:9])[CH:6]=[CH:5][C:4]([CH:7]=[O:8])=[CH:3][CH:2]=1.[CH2:10](I)[CH:11]=[CH2:12].O>CN1C(=O)N(C)CC1>[C:1]1([CH3:9])[CH:6]=[CH:5][C:4]([CH:7]([OH:8])[CH2:12][CH:11]=[CH2:10])=[CH:3][CH:2]=1. Yield: 92.5%. Conditions: time 1 hour. Solvent: CN1CCN(C1=O)C (DMI). Procedure: 5.90 ml (50 mmol) p-tolualdehyde was dissolved in 150 ml of DMI, and 5.5 ml (60 mmol, 1.2 eq.) allyl iodide and 10.34 g (66 mmol, 1.3 eq.) SnF2 were added. The reaction became warm to the touch and much precipitate formed as the reaction progressed. After stirring for 1 hour at room temperature, 200 ml of H2O was added, the mixture was extracted with Et2O (1×250 ml, 2 ×100 ml), the combined Et2O layers were washed with sat. NH4Cl (3×50 ml, to remove excess DMI), dried over MgSO4, and evaporated ... Yields the product C1(=CC=C(C=C1)C(CC=C)O)C (1-(p-tolyl)-3-buten-1-ol). Reactants: [S-]C#N.[NH4+] (ammonium thiocyanate), [N+](=O)([O-])C1=CC=C(C(=O)Cl)C=C1 (4-nitrobenzoyl chloride), CC(=O)C (acetone), CC(=O)C (acetone), ice, FC1=CC=C(NC)C=C1 (4-fluoro-N-methylaniline). Conditions: time 15 minute. The product is FC1=CC=C(C=C1)N(C(=S)NC(C1=CC=C(C=C1)[N+](=O)[O-])=O)C (1-(4-fluorophenyl)-1-methyl-3-(4-nitrobenzoyl)thiourea). Reaction SMILES: [S-:1][C:2]#[N:3].[NH4+:4].[N+:5]([C:8]1[CH:16]=[CH:15][C:11]([C:12](Cl)=[O:13])=[CH:10][CH:9]=1)([O-:7])=[O:6].[F:17][C:18]1[CH:25]=[CH:24][C:21](NC)=[CH:20][CH:19]=1.[CH3:26]C(C)=O>>[F:17][C:18]1[CH:25]=[CH:24][C:21]([N:4]([CH3:26])[C:2]([NH:3][C:12](=[O:13])[C:11]2[CH:15]=[CH:16][C:8]([N+:5]([O-:7])=[O:6])=[CH:9][CH:10]=2)=[S:1])=[CH:20][CH:19]=1 |f:0.1|. Procedure details: A solution of 3.8 g (50 mmol) of ammonium thiocyanate in 100 mL of acetone was treated with a solution of 8.4 g (45 mmol) of 4-nitrobenzoyl chloride in 50 mL of acetone and the reaction solution was heated at reflux for 15 min. The reaction solution was removed from heating and 5.2 g (41 mmol) of 4-fluoro-N-methylaniline was added at such a rate as to maintain reflux, then heating was renewed for 15 min. The reaction mixture was poured onto 400 g of ice to give an orange oil that separated and s... The reactants are CN(C(N)=O)c1ccc(Br)cc1, CC(C)(C)P(c1ccccc1-c1ccccc1)C(C)(C)C, C1COCCO1, Cc1nc(-c2cccc(C(F)(F)F)c2)n2nc(N)ncc12, CC(C)(C)[O-], [Na+], O=C(C=Cc1ccccc1)C=Cc1ccccc1, O=C(C=Cc1ccccc1)C=Cc1ccccc1, O=C(C=Cc1ccccc1)C=Cc1ccccc1, [Pd], [Pd]. Product: Cc1nc(-c2cccc(C(F)(F)F)c2)n2nc(Nc3ccc(N(C)C(N)=O)cc3)ncc12. As a reaction SMILES: [Br:22][c:23]1[cH:24][cH:25][c:26]([N:29]([C:30](=[O:31])[NH2:32])[CH3:33])[cH:27][cH:28]1.[C:34]([P:35]([C:36]([CH3:37])([CH3:38])[CH3:39])[c:40]1[cH:41][cH:42][cH:43][cH:44][c:45]1-[c:46]1[cH:47][cH:48][cH:49][cH:50][cH:51]1)([CH3:52])([CH3:53])[CH3:54].[CH2:61]1[O:62][CH2:63][CH2:64][O:65][CH2:66]1.[CH3:1][c:2]1[n:3][c:4](-[c:12]2[cH:13][c:14]([C:18]([F:19])([F:20])[F:21])[cH:15][cH:16][cH:17]2)[n:5]2[n:6][c:7]([NH2:11])[n:8][cH:9][c:10]12.[CH3:55][C:56]([CH3:57])([O-:58])[CH3:59].[Na+:60].[O:105]=[C:106]([CH:107]=[CH:108][c:109]1[cH:110][cH:111][cH:112][cH:113][cH:114]1)[CH:115]=[CH:116][c:117]1[cH:118][cH:119][cH:120][cH:121][cH:122]1.[O:69]=[C:70]([CH:71]=[CH:72][c:73]1[cH:74][cH:75][cH:76][cH:77][cH:78]1)[CH:79]=[CH:80][c:81]1[cH:82][cH:83][cH:84][cH:85][cH:86]1.[O:87]=[C:88]([CH:89]=[CH:90][c:91]1[cH:92][cH:93][cH:94][cH:95][cH:96]1)[CH:97]=[CH:98][c:99]1[cH:100][cH:101][cH:102][cH:103][cH:104]1.[Pd:67].[Pd:68]>>[CH3:1][c:2]1[n:3][c:4](-[c:12]2[cH:13][c:14]([C:18]([F:19])([F:20])[F:21])[cH:15][cH:16][cH:17]2)[n:5]2[n:6][c:7]([NH:11][c:23]3[cH:24][cH:25][c:26]([N:29]([C:30](=[O:31])[NH2:32])[CH3:33])[cH:27][cH:28]3)[n:8][cH:9][c:10]12.